This data is from the Open Reaction Database (ORD), a public repository of structured organic reaction records. The task is: describe an organic reaction: reactants, conditions, products, and yield Starting materials: N1=CC(=CC=C1)C#CCC(CCCCOC1OCCCC1)O (1-(3-pyridyl)-4-hydroxy-8-(2-tetrahydropyranyloxy)-1-octyne). The reagents and catalysts are [Pd] (palladium on charcoal). The solvent is C(C)O (ethanol). Reaction conditions: time 8 hour. The product is OC(CCCCOC1OCCCC1)CCCC=1C=NC=CC1 (5-hydroxy-8-(3-pyridyl)-1-(2-tetrahydropyranyloxy)-octane). RXN SMILES: [N:1]1[CH:6]=[CH:5][CH:4]=[C:3]([C:7]#[C:8][CH2:9][CH:10]([OH:22])[CH2:11][CH2:12][CH2:13][CH2:14][O:15][CH:16]2[CH2:21][CH2:20][CH2:19][CH2:18][O:17]2)[CH:2]=1>[Pd].C(O)C>[OH:22][CH:10]([CH2:9][CH2:8][CH2:7][C:3]1[CH:2]=[N:1][CH:6]=[CH:5][CH:4]=1)[CH2:11][CH2:12][CH2:13][CH2:14][O:15][CH:16]1[CH2:21][CH2:20][CH2:19][CH2:18][O:17]1. Procedure: A mixture of 7.36 g (24 mmol) 1-(3-pyridyl)-4-hydroxy-8-(2-tetrahydropyranyloxy)-1-octyne, 100 ml ethanol and 0.74 g 10% palladium on charcoal is hydrogenated in a Parr apparatus at 3 atmospheres (=3.04 bar) pressure and room temperature for 8 h. The catalyst is filtered off and washed with ethanol. The combined filtrate is evaporated to give 5-hydroxy-8-(3-pyridyl)-1-(2-tetrahydropyranyloxy)-octane; NMR (CDCl3): delta 4.4 (brs,1H), 2.67 (t,2H). Reported procedure: A mixture of 4-amino-benzoic acid ethyl ester (3.3 g, 20.0 mmol), benzaldehyde (2.4 g, 22.0 mmol) and p-toluenesulfonic acid (76 mg, 0.4 mmol) in toluene (60.0 mL) was heated to reflux for 12 h. Then the reaction mixture cooled to room temperature. The solvent was removed in vacuo and the residue was washed with ether to afford 4-(benzylidene-amino)-benzoic acid ethyl ester (5.1 g, quant.) as a light yellow solid: LC/MS m/e calcd for C16H15NO2 (M+H)+: 254.3, observed: 254.1. The product is C(C)OC(C1=CC=C(C=C1)N=CC1=CC=CC=C1)=O (4-(benzylidene-amino)-benzoic acid ethyl ester). The reactants are C(C)OC(C1=CC=C(C=C1)N)=O (4-amino-benzoic acid ethyl ester), C(C1=CC=CC=C1)=O (benzaldehyde). Reagents/catalysts: C1(=CC=C(C=C1)S(=O)(=O)O)C (p-toluenesulfonic acid). Solvent: C1(=CC=CC=C1)C (toluene). Yield: 100.7%. As a reaction SMILES: [CH2:1]([O:3][C:4](=[O:12])[C:5]1[CH:10]=[CH:9][C:8]([NH2:11])=[CH:7][CH:6]=1)[CH3:2].[CH:13](=O)[C:14]1[CH:19]=[CH:18][CH:17]=[CH:16][CH:15]=1>C1(C)C=CC=CC=1.C1(C)C=CC(S(O)(=O)=O)=CC=1>[CH2:1]([O:3][C:4](=[O:12])[C:5]1[CH:10]=[CH:9][C:8]([N:11]=[CH:13][C:14]2[CH:19]=[CH:18][CH:17]=[CH:16][CH:15]=2)=[CH:7][CH:6]=1)[CH3:2].